Dataset: the Open Reaction Database (ORD), a public repository of structured organic reaction records. Task: describe an organic reaction: reactants, conditions, products, and yield Reactants: CN([SiH](C)C)[Si](C)(C)C, CC#N, O=C1NS(=O)(=O)c2ccccc21, Cn1nnnc1S. Product: Cn1nnnc1S[Si](C)(C)C. RXN SMILES: [CH3:1][SiH:2]([CH3:3])[N:8]([Si:4]([CH3:5])([CH3:6])[CH3:7])[CH3:9].[CH3:29][C:30]#[N:31].[O:17]=[C:18]1[c:19]2[c:20]([cH:21][cH:22][cH:23][cH:24]2)[S:25](=[O:26])(=[O:27])[NH:28]1.[SH:10][c:11]1[n:12][n:13][n:14][n:15]1[CH3:16]>>[Si:4]([CH3:5])([CH3:6])([CH3:7])[S:10][c:11]1[n:12][n:13][n:14][n:15]1[CH3:16].